Dataset: the Open Reaction Database (ORD), a public repository of structured organic reaction records. Task: describe an organic reaction: reactants, conditions, products, and yield Reactants: COC1=C(N)C=C(C=C1)OC (2,5-dimethoxyaniline), C([O-])(O)=O.[Na+] (sodium bicarbonate), ClCC(=O)Cl (chloroacetyl chloride). The reagents and catalysts are [Br-].C(CCC)[N+](CCCC)(CCCC)CCCC (tetrabutylammonium bromide). The solvent is O (water). Reaction conditions: time 1 hour. Product: ClCC(=O)NC1=C(C=CC(=C1)OC)OC (2-Chloro-N-(2,5-dimethoxy-phenyl)-acetamide). RXN SMILES: [CH3:1][O:2][C:3]1[CH:9]=[CH:8][C:7]([O:10][CH3:11])=[CH:6][C:4]=1[NH2:5].C(=O)(O)[O-].[Na+].[Cl:17][CH2:18][C:19](Cl)=[O:20]>O.[Br-].C([N+](CCCC)(CCCC)CCCC)CCC>[Cl:17][CH2:18][C:19]([NH:5][C:4]1[CH:6]=[C:7]([O:10][CH3:11])[CH:8]=[CH:9][C:3]=1[O:2][CH3:1])=[O:20] |f:1.2,5.6|. Procedure: 2,5-dimethoxyaniline (20 g., 130.56 mmol) was suspended in water (300 ml) followed by the addition of sodium bicarbonate (13.4 g., 156.6 mmol)) and tetrabutylammonium bromide (catalytic amount). To the mixture was added chloroacetyl chloride (12.4 ml, 156.6 mmol) dropwise at 0° C. The reaction mixture was stirred at room temperature for 1 h. The solid suspension was filtered off to yield pure 46. Yield=23.6 g (79%). 1H NMR: 9.46 (1H), 7.68 (1H, d, J=2.96 Hz), 6.96 (1H, d, J=8.96 Hz), 6.43 (1H, d... The reactants are ClC1=NC=C(C(=N1)NC1=CC2=C(C=C1)OCCO2)F (2-chloro-5-fluoro-N4-(3,4-ethylenedioxyphenyl)-4-pyrimidineamine), NC=1C=CC2=C(N(C(O2)=O)CC(=O)N)C1 (2-[5-amino-2-oxo-1,3-benzoxazol-3(2H)-yl)acetamide). The product is C1OC=2C=C(C=CC2OC1)NC1=NC(=NC=C1F)N (N4-(3,4-ethylenedioxyphenyl)-5-fluoro-2,4-pyrmidinediamine). Reaction SMILES: Cl[C:2]1[N:7]=[C:6]([NH:8][C:9]2[CH:14]=[CH:13][C:12]3[O:15][CH2:16][CH2:17][O:18][C:11]=3[CH:10]=2)[C:5]([F:19])=[CH:4][N:3]=1.[NH2:20]C1C=CC2OC(=O)N(CC(N)=O)C=2C=1>>[CH2:17]1[CH2:16][O:15][C:12]2[CH:13]=[CH:14][C:9]([NH:8][C:6]3[C:5]([F:19])=[CH:4][N:3]=[C:2]([NH2:20])[N:7]=3)=[CH:10][C:11]=2[O:18]1. Procedure details: In like manner to the preparation of N4-(3-chloro-4-trifluoromethoxyphenyl)-5-fluoro-N2-(3-hydroxyphenyl)-2,4-pyrimidineamine, the reaction of 2-chloro-5-fluoro-N4-(3,4-ethylenedioxyphenyl)-4-pyrimidineamine with 2-[5-amino-2-oxo-1,3-benzoxazol-3(2H)-yl)acetamide gave N2-15-(N-aminocarbonylmethylene-2-oxo-1,3-oxazol-3(2H)-yl)phenyl]-N4-(3,4-ethylenedioxyphenyl)-5-fluoro-2,4-pyrmidinediamine. 1H NMR (CD3OD): δ 7.95 (d, 1H, J=8.4 Hz), 7.32 (dd, 1H, J=2.4 and 8.1 Hz), 7.24 (d, 1H, J=2.4 Hz), 7.19 (... Reactants: COC(=O)C=1C=C(C=C(C1)I)C1=C(C=C(C=C1)C)F (2′-fluoro-5-iodo-4′-methyl-biphenyl-3-carboxylic acid methyl ester), CC=1N=CSC1 (4-methylthiazole), CC(=O)O[K] (CH3COOK). The reagents and catalysts are C=1C=CC(=CC1)[P](C=2C=CC=CC2)(C=3C=CC=CC3)[Pd]([P](C=4C=CC=CC4)(C=5C=CC=CC5)C=6C=CC=CC6)([P](C=7C=CC=CC7)(C=8C=CC=CC8)C=9C=CC=CC9)[P](C=1C=CC=CC1)(C=1C=CC=CC1)C=1C=CC=CC1 (Pd(PPh3)4). Run in CC(=O)N(C)C (dimethylacetamide). Reaction conditions: temperature 100 celsius, time 8 hour. The product is COC(=O)C=1C=C(C=C(C1)C1=CN=CS1)C1=C(C=C(C=C1)C)F (2′-fluoro-4′-methyl-5-thiazol-5-yl-biphenyl-3-carboxylic acid methyl ester). The yield is 67.9%. Reaction SMILES: [CH3:1][O:2][C:3]([C:5]1[CH:6]=[C:7]([C:12]2[CH:17]=[CH:16][C:15]([CH3:18])=[CH:14][C:13]=2[F:19])[CH:8]=[C:9](I)[CH:10]=1)=[O:4].C[C:21]1[N:22]=[CH:23][S:24][CH:25]=1.CC(O[K])=O>CC(N(C)C)=O.C1C=CC([P]([Pd]([P](C2C=CC=CC=2)(C2C=CC=CC=2)C2C=CC=CC=2)([P](C2C=CC=CC=2)(C2C=CC=CC=2)C2C=CC=CC=2)[P](C2C=CC=CC=2)(C2C=CC=CC=2)C2C=CC=CC=2)(C2C=CC=CC=2)C2C=CC=CC=2)=CC=1>[CH3:1][O:2][C:3]([C:5]1[CH:6]=[C:7]([C:12]2[CH:17]=[CH:16][C:15]([CH3:18])=[CH:14][C:13]=2[F:19])[CH:8]=[C:9]([C:25]2[S:24][CH:23]=[N:22][CH:21]=2)[CH:10]=1)=[O:4] |^1:40,42,61,80|. Procedure details: To a stirred solution of 2′-fluoro-5-iodo-4′-methyl-biphenyl-3-carboxylic acid methyl ester (50 mg, 0.135 mmol) and 4-methylthiazole (57.4 mg, 0.675 mmol) in 10 ml of dimethylacetamide was added Pd(PPh3)4 (8 mg, 0.00675 mmol) and CH3COOK (20 mg, 0.2 mmol). The reaction mixture was heated to 100° C. and stirred overnight. After cooling down to room temperature, the mixture was filtered through celite and the filtrate was concentrated under reduced pressure. The residue was purified by column chro... Starting materials: O=C([O-])[O-], CN(CCCCl)C(=O)c1noc2ccccc12, CC#N, Cl, O=C(c1ccc(F)cc1)N1CCCCC1, [I-], [K+], [K+], [Na+]. Product: CN(CCCC1CCN(C(=O)c2ccc(F)cc2)CC1)C(=O)c1noc2ccccc12. As a reaction SMILES: [C:34](=[O:35])([O-:36])[O-:37].[CH3:1][N:2]([C:3](=[O:4])[c:5]1[n:6][o:7][c:8]2[c:9]1[cH:10][cH:11][cH:12][cH:13]2)[CH2:14][CH2:15][CH2:16][Cl:17].[CH3:42][C:43]#[N:44].[ClH:18].[F:19][c:20]1[cH:21][cH:22][c:23]([C:24](=[O:25])[N:26]2[CH2:27][CH2:28][CH2:29][CH2:30][CH2:31]2)[cH:32][cH:33]1.[I-:41].[K+:38].[K+:39].[Na+:40]>>[CH3:1][N:2]([C:3](=[O:4])[c:5]1[n:6][o:7][c:8]2[c:9]1[cH:10][cH:11][cH:12][cH:13]2)[CH2:14][CH2:15][CH2:16][CH:29]1[CH2:28][CH2:27][N:26]([C:24]([c:23]2[cH:22][cH:21][c:20]([F:19])[cH:33][cH:32]2)=[O:25])[CH2:31][CH2:30]1. The reactants are C(C)(C)N(C(C)C)CC (N,N-Diisopropylethylamine), BrC=1C=C2C(=NN(C2=CC1)COCC[Si](C)(C)C)NC1=NC2=C(N1C1CCC(CC1)O[Si](C)(C)C(C)(C)C)C=CC(=C2)C(=O)O (2-(5-bromo-1-((2-(trimethylsilyl)ethoxy)methyl)-1H-indazol-3-ylamino)-1-(4-(tert-butyldimethylsilyloxy)cyclohexyl)-1H-benzo[d]imidazole-5-carboxylic acid), [I-].ClC1=[N+](C=CC=C1)C (2-chloro-1-methylpyridinium iodide), ON1N=NC2=C1C=CC=C2 (1-hydroxybenzotriazole), C1(CCCC1)N (Cyclopentanamine). Run in C(C)(=O)OCC (ethyl acetate). Conditions: time 20 minute. Yields the product C1(CCCC1)NC(=O)C1=CC2=C(N(C(=N2)NC2=NN(C3=CC=C(C=C23)Br)COCC[Si](C)(C)C)C2CCC(CC2)O[Si](C)(C)C(C)(C)C)C=C1 (2-[5-Bromo-1-(2-trimethylsilanyl-ethoxymethyl)-1H-indazol-3-ylamino]-1-[4-(tert-butyl-dimethyl-silanyloxy)-cyclohexyl]-1H-benzoimidazole-5-carboxylic acid cyclopentylamide). RXN SMILES: C(N(CC)C(C)C)(C)C.[Br:10][C:11]1[CH:12]=[C:13]2[C:17](=[CH:18][CH:19]=1)[N:16]([CH2:20][O:21][CH2:22][CH2:23][Si:24]([CH3:27])([CH3:26])[CH3:25])[N:15]=[C:14]2[NH:28][C:29]1[N:33]([CH:34]2[CH2:39][CH2:38][CH:37]([O:40][Si:41]([C:44]([CH3:47])([CH3:46])[CH3:45])([CH3:43])[CH3:42])[CH2:36][CH2:35]2)[C:32]2[CH:48]=[CH:49][C:50]([C:52](O)=[O:53])=[CH:51][C:31]=2[N:30]=1.[I-].Cl[C:57]1[CH:62]=[CH:61][CH:60]=[CH:59][N+:58]=1C.ON1C2C=CC=CC=2N=N1.C1(N)CCCC1>C(OCC)(=O)C>[CH:59]1([NH:58][C:52]([C:50]2[CH:49]=[CH:48][C:32]3[N:33]([CH:34]4[CH2:39][CH2:38][CH:37]([O:40][Si:41]([C:44]([CH3:47])([CH3:46])[CH3:45])([CH3:43])[CH3:42])[CH2:36][CH2:35]4)[C:29]([NH:28][C:14]4[C:13]5[C:17](=[CH:18][CH:19]=[C:11]([Br:10])[CH:12]=5)[N:16]([CH2:20][O:21][CH2:22][CH2:23][Si:24]([CH3:25])([CH3:26])[CH3:27])[N:15]=4)=[N:30][C:31]=3[CH:51]=2)=[O:53])[CH2:57][CH2:62][CH2:61][CH2:60]1 |f:2.3|. Reported procedure: N,N-Diisopropylethylamine (19.6 uL, 0.000112 mol) was added to a solution of 2-(5-bromo-1-((2-(trimethylsilyl)ethoxy)methyl)-1H-indazol-3-ylamino)-1-(4-(tert-butyldimethylsilyloxy)cyclohexyl)-1H-benzo[d]imidazole-5-carboxylic acid (26.8 mg, 0.0000375 mol), 2-chloro-1-methylpyridinium iodide (19.2 mg, 0.0000750 mol) and 1-hydroxybenzotriazole (10.1 mg, 0.0000750 mol) tetrahydrofuran (0.40 mL). The mixture was stirred at room temperature for 20 minutes. Cyclopentanamine (0.000112 mol) was then add... Reactants: C, CCCCCCCCC(C)C(=O)Oc1ccc(OC(=O)c2ccc(OCc3ccccc3)cc2)cc1, CCOC(C)=O, [Pd]. The product is CCCCCCCCC(C)C(=O)Oc1ccc(OC(=O)c2ccc(O)cc2)cc1. As a reaction SMILES: [C:37].[CH3:1][CH:2]([CH2:3][CH2:4][CH2:5][CH2:6][CH2:7][CH2:8][CH2:9][CH3:10])[C:11](=[O:12])[O:13][c:14]1[cH:15][cH:16][c:17]([O:20][C:21](=[O:22])[c:23]2[cH:24][cH:25][c:26]([O:29][CH2:30][c:31]3[cH:32][cH:33][cH:34][cH:35][cH:36]3)[cH:27][cH:28]2)[cH:18][cH:19]1.[CH3:39][CH2:40][O:41][C:42](=[O:43])[CH3:44].[Pd:38]>>[CH3:1][CH:2]([CH2:3][CH2:4][CH2:5][CH2:6][CH2:7][CH2:8][CH2:9][CH3:10])[C:11](=[O:12])[O:13][c:14]1[cH:15][cH:16][c:17]([O:20][C:21](=[O:22])[c:23]2[cH:24][cH:25][c:26]([OH:29])[cH:27][cH:28]2)[cH:18][cH:19]1. Reactants: NCC1CC2=C(CC1)C1=C(N=CN=C1NC1=CC3=C(NC(S3)=O)C=C1)S2 ((RS)-6-{[7-(Aminomethyl)-5,6,7,8-tetrahydro[1]benzothieno[2,3-d]pyrimidin-4-yl]amino}-1,3-benzothiazol-2(3H)-one), C(C)(C)(C)OC(=O)N[C@@H](CCO)C(=O)O (N-(tert-butoxycarbonyl)-L-homoserine). The product is OCC[C@H](C(NCC1CC2=C(CC1)C1=C(N=CN=C1NC1=CC3=C(NC(S3)=O)C=C1)S2)=O)NC(OC(C)(C)C)=O (tert-Butyl {(2R)-4-hydroxy-1-oxo-1-[({(7RS)-4-[(2-oxo-2,3-dihydro-1,3-benzothiazol-6-yl)amino]-5,6,7,8-tetrahydro[1]benzothieno[2,3-d]pyrimidin-7-yl}methyl)amino]butan-2-yl}carbamate). As a reaction SMILES: [NH2:1][CH2:2][CH:3]1[CH2:8][CH2:7][C:6]2[C:9]3[C:14]([NH:15][C:16]4[CH:25]=[CH:24][C:19]5[NH:20][C:21](=[O:23])[S:22][C:18]=5[CH:17]=4)=[N:13][CH:12]=[N:11][C:10]=3[S:26][C:5]=2[CH2:4]1.[C:27]([O:31][C:32]([NH:34][C@H:35]([C:39](O)=[O:40])[CH2:36][CH2:37][OH:38])=[O:33])([CH3:30])([CH3:29])[CH3:28]>>[OH:38][CH2:37][CH2:36][C@@H:35]([NH:34][C:32](=[O:33])[O:31][C:27]([CH3:29])([CH3:28])[CH3:30])[C:39](=[O:40])[NH:1][CH2:2][CH:3]1[CH2:8][CH2:7][C:6]2[C:9]3[C:14]([NH:15][C:16]4[CH:25]=[CH:24][C:19]5[NH:20][C:21](=[O:23])[S:22][C:18]=5[CH:17]=4)=[N:13][CH:12]=[N:11][C:10]=3[S:26][C:5]=2[CH2:4]1. Reported procedure: 125 mg (326 μmol) (RS)-6-{[7-(aminomethyl)-5,6,7,8-tetrahydro[1]benzothieno[2,3-d]pyrimidin-4-yl]amino}-1,3-benzothiazol-2(3H)-one (prepared according to example 20) were transformed in analogy to example 23 using N-(tert-butoxycarbonyl)-L-homoserine to give after working up and purification 32.2 mg (16%) of the title compound. Reactants: COCC(C)Oc1cc(Oc2ccc(S(C)(=O)=O)cc2)cc(-c2ccc(C(=O)NCCCl)[nH]2)c1, [H-], [Na+], C1CCOC1, O. Product: COCC(C)Oc1cc(Oc2ccc(S(C)(=O)=O)cc2)cc(-c2ccc(C3=NCCO3)[nH]2)c1. Reaction SMILES: [Cl:1][CH2:2][CH2:3][NH:4][C:5](=[O:6])[c:7]1[nH:8][c:9](-[c:12]2[cH:13][c:14]([O:29][CH:30]([CH2:31][O:32][CH3:33])[CH3:34])[cH:15][c:16]([O:18][c:19]3[cH:20][cH:21][c:22]([S:25](=[O:26])(=[O:27])[CH3:28])[cH:23][cH:24]3)[cH:17]2)[cH:10][cH:11]1.[H-:35].[Na+:36].[O:38]1[CH2:39][CH2:40][CH2:41][CH2:42]1.[OH2:37]>>[CH2:2]1[CH2:3][N:4]=[C:5]([c:7]2[nH:8][c:9](-[c:12]3[cH:13][c:14]([O:29][CH:30]([CH2:31][O:32][CH3:33])[CH3:34])[cH:15][c:16]([O:18][c:19]4[cH:20][cH:21][c:22]([S:25](=[O:26])(=[O:27])[CH3:28])[cH:23][cH:24]4)[cH:17]3)[cH:10][cH:11]2)[O:6]1. The reactants are O=Cc1cccc(-c2c(C(=O)c3ccccc3)cnc3c(C(F)(F)F)cccc23)c1, Nc1ccc(C(=O)NCCC(=O)O)cc1. The product is O=C(O)CCNC(=O)c1ccc(NCc2cccc(-c3c(C(=O)c4ccccc4)cnc4c(C(F)(F)F)cccc34)c2)cc1. As a reaction SMILES: [C:1]([c:2]1[cH:3][cH:4][cH:5][cH:6][cH:7]1)(=[O:8])[c:9]1[cH:10][n:11][c:12]2[c:13]([C:27]([F:28])([F:29])[F:30])[cH:14][cH:15][cH:16][c:17]2[c:18]1-[c:19]1[cH:20][c:21]([CH:22]=[O:23])[cH:24][cH:25][cH:26]1.[NH2:31][c:32]1[cH:33][cH:34][c:35]([C:36](=[O:37])[NH:38][CH2:39][CH2:40][C:41](=[O:42])[OH:43])[cH:44][cH:45]1>>[C:1]([c:2]1[cH:3][cH:4][cH:5][cH:6][cH:7]1)(=[O:8])[c:9]1[cH:10][n:11][c:12]2[c:13]([C:27]([F:28])([F:29])[F:30])[cH:14][cH:15][cH:16][c:17]2[c:18]1-[c:19]1[cH:20][c:21]([CH2:22][NH:31][c:32]2[cH:33][cH:34][c:35]([C:36](=[O:37])[NH:38][CH2:39][CH2:40][C:41](=[O:42])[OH:43])[cH:44][cH:45]2)[cH:24][cH:25][cH:26]1.